This data is from the Open Reaction Database (ORD), a public repository of structured organic reaction records. The task is: describe an organic reaction: reactants, conditions, products, and yield Reactants: [N+](=O)(O)[O-] (Nitric acid), S(O)(O)(=O)=O (sulfuric acid), C1CCC2C(NC=3C=CC=CC3C21)=O (1,2,3,3a,5,9b-hexahydrocyclopenta[c]quinolin-4-one). The solvent is ClCCl (dichloromethane). Conditions: time 1 hour. The product is [N+](=O)([O-])C1=CC=2C3C(C(NC2C=C1)=O)CCC3 (8-Nitro-1,2,3,3a,5,9b-hexahydrocyclopenta[c]quinolin-4-one). Isolated yield 53.0%. RXN SMILES: [N+:1]([O-:4])(O)=[O:2].S(=O)(=O)(O)O.[CH2:10]1[CH:22]2[CH:13]([C:14](=[O:23])[NH:15][C:16]3[CH:17]=[CH:18][CH:19]=[CH:20][C:21]=32)[CH2:12][CH2:11]1>ClCCl>[N+:1]([C:19]1[CH:18]=[CH:17][C:16]2[NH:15][C:14](=[O:23])[CH:13]3[CH2:12][CH2:11][CH2:10][CH:22]3[C:21]=2[CH:20]=1)([O-:4])=[O:2]. Procedure details: 65% Nitric acid (0.33 ml) is mixed at 0° C. with 96% sulfuric acid (0.44 ml). To this end, a solution of 1,2,3,3a,5,9b-hexahydrocyclopenta[c]quinolin-4-one (1.9 g, 5.3 mmol) in dichloromethane (5 ml) is added in drops. After 1 hour at room temperature, the batch is poured onto ice water, the solid is filtered off and washed with water. Column-chromatographic purification (SiO2) of the filter residue with ethyl acetate-hexane yields 0.65 g (53%) of product. Reactants: NC=1SC(=CC1C(=O)N)C1=C(C=C(C=C1F)C(C)(C)O)F (2-amino-5-[2,6-difluoro-4-(1-hydroxy-1-methylethyl)phenyl]thiophene-3-carboxamide), ClC1=CC=C(C(=N1)C)C1=CN=NN1CC(C)(O)C (1-[5-(6-chloro-2-methylpyridin-3-yl)-1H-1,2,3-triazol-1-yl]-2-methylpropan-2-ol). Product: FC1=C(C(=CC(=C1)C(C)(C)O)F)C1=CC(=C(S1)NC1=NC(=C(C=C1)C1=CN=NN1CC(C)(C)O)C)C(=O)N (5-[2,6-Difluoro-4-(1-hydroxy-1-methylethyl)phenyl]-2-({5-[1-(2-hydroxy-2-methylpropyl)-1H-1,2,3-triazol-5-yl]-6-methylpyridin-2-yl}amino)thiophene-3-carboxamide). RXN SMILES: [NH2:1][C:2]1[S:3][C:4]([C:10]2[C:15]([F:16])=[CH:14][C:13]([C:17]([OH:20])([CH3:19])[CH3:18])=[CH:12][C:11]=2[F:21])=[CH:5][C:6]=1[C:7]([NH2:9])=[O:8].Cl[C:23]1[N:28]=[C:27]([CH3:29])[C:26]([C:30]2[N:34]([CH2:35][C:36]([CH3:39])([OH:38])[CH3:37])[N:33]=[N:32][CH:31]=2)=[CH:25][CH:24]=1>>[F:16][C:15]1[CH:14]=[C:13]([C:17]([OH:20])([CH3:18])[CH3:19])[CH:12]=[C:11]([F:21])[C:10]=1[C:4]1[S:3][C:2]([NH:1][C:23]2[CH:24]=[CH:25][C:26]([C:30]3[N:34]([CH2:35][C:36]([OH:38])([CH3:37])[CH3:39])[N:33]=[N:32][CH:31]=3)=[C:27]([CH3:29])[N:28]=2)=[C:6]([C:7]([NH2:9])=[O:8])[CH:5]=1. Procedure details: The title compound was prepared as described in Example 1 using 2-amino-5-[2,6-difluoro-4-(1-hydroxy-1-methylethyl)phenyl]thiophene-3-carboxamide (70 mg, 0.22 mmol) and 1-[5-(6-chloro-2-methylpyridin-3-yl)-1H-1,2,3-triazol-1-yl]-2-methylpropan-2-ol (60 mg, 0.22 mmol) as starting materials. Starting materials: COCOCc1nc(-c2ccccc2)oc1CCc1ccc(OCc2nc(-c3ccccc3)oc2C)cc1, C1CCOC1, O=S(=O)(O)O. Product: Cc1oc(-c2ccccc2)nc1COc1ccc(CCc2oc(-c3ccccc3)nc2CO)cc1. Reaction SMILES: [CH3:1][c:2]1[c:3]([CH2:13][O:14][c:15]2[cH:16][cH:17][c:18]([CH2:21][CH2:22][c:23]3[c:24]([CH2:34][O:35][CH2:36][O:37][CH3:38])[n:25][c:26](-[c:28]4[cH:29][cH:30][cH:31][cH:32][cH:33]4)[o:27]3)[cH:19][cH:20]2)[n:4][c:5](-[c:7]2[cH:8][cH:9][cH:10][cH:11][cH:12]2)[o:6]1.[O:44]1[CH2:45][CH2:46][CH2:47][CH2:48]1.[S:39](=[O:40])(=[O:41])([OH:42])[OH:43]>>[CH3:1][c:2]1[c:3]([CH2:13][O:14][c:15]2[cH:16][cH:17][c:18]([CH2:21][CH2:22][c:23]3[c:24]([CH2:34][OH:35])[n:25][c:26](-[c:28]4[cH:29][cH:30][cH:31][cH:32][cH:33]4)[o:27]3)[cH:19][cH:20]2)[n:4][c:5](-[c:7]2[cH:8][cH:9][cH:10][cH:11][cH:12]2)[o:6]1. Starting materials: CCCCCC, COc1ccc(C(=O)Nc2c(C)c(C)c3c(c2C)C(c2ccc(C(C)C)cc2)C(C)(C)O3)cc1. Yields the product COc1ccc(CNc2c(C)c(C)c3c(c2C)C(c2ccc(C(C)C)cc2)C(C)(C)O3)cc1. Reaction SMILES: [CH3:35][CH2:36][CH2:37][CH2:38][CH2:39][CH3:40].[CH:1]([CH3:2])([CH3:3])[c:4]1[cH:5][cH:6][c:7]([CH:10]2[C:11]([CH3:33])([CH3:34])[O:12][c:13]3[c:14]2[c:15]([CH3:32])[c:16]([NH:21][C:22]([c:23]2[cH:24][cH:25][c:26]([O:29][CH3:30])[cH:27][cH:28]2)=[O:31])[c:17]([CH3:20])[c:18]3[CH3:19])[cH:8][cH:9]1>>[CH:1]([CH3:2])([CH3:3])[c:4]1[cH:5][cH:6][c:7]([CH:10]2[C:11]([CH3:33])([CH3:34])[O:12][c:13]3[c:14]2[c:15]([CH3:32])[c:16]([NH:21][CH2:22][c:23]2[cH:24][cH:25][c:26]([O:29][CH3:30])[cH:27][cH:28]2)[c:17]([CH3:20])[c:18]3[CH3:19])[cH:8][cH:9]1. The reactants are CS(=O)(=O)OC1C(CCN(CC1)C(=O)OC(C)(C)C)C(=O)OCC (1-tert-butyl 4-ethyl 5-[(methylsulfonyl)oxy]azepane-1,4-dicarboxylate), C1CCC2=NCCCN2CC1 (DBU). The solvent is C1=CC=CC=C1 (benzene). The product is N1(CCC(=CCC1)C(=O)OCC)C(=O)OC(C)(C)C (1-tert-butyl 4-ethyl 2,3,6,7-tetrahydro-1H-azepine-1,4-dicarboxylate). Isolated yield 95.5%. RXN SMILES: CS(O[CH:6]1[CH2:12][CH2:11][N:10]([C:13]([O:15][C:16]([CH3:19])([CH3:18])[CH3:17])=[O:14])[CH2:9][CH2:8][CH:7]1[C:20]([O:22][CH2:23][CH3:24])=[O:21])(=O)=O.C1CCN2C(=NCCC2)CC1>C1C=CC=CC=1>[N:10]1([C:13]([O:15][C:16]([CH3:17])([CH3:19])[CH3:18])=[O:14])[CH2:11][CH2:12][CH:6]=[C:7]([C:20]([O:22][CH2:23][CH3:24])=[O:21])[CH2:8][CH2:9]1. Procedure: A solution of example 42C (0.77 g, 2.1 mmol) in 30 mL of benzene was treated with DBU (0.9 ml ) at 60° C. for 1 hour. After cooling, the reaction mixture was concentrated and the residue was purified by flash column chromatography (30% EtOAc in hexane) to give the title product (540 mg, 95% yield). MS (DCI/NH3) m/z 270 (M+H)+.